The task is: describe an organic reaction: reactants, conditions, products, and yield. This data is from the Open Reaction Database (ORD), a public repository of structured organic reaction records. The reactants are C(C)OP(OCC)OCC.C(=O)(OC)B (Triethylphosphite Carbomethoxyborane), [Si](C)(C)(C)I (Me3SiI). Reported procedure: Triethylphosphite-carbomethoxyborane (4) (1.13 g, 4.75 mmol) and Me3SiI 2.70 ml, 18.97 mmol) were taken in anhydrous CH3CN (45 ml) under nitrogen atmosphere. Immediately, the mixture became brown. It was heated at reflux for 3 hours. During this time, the brown color completely disappeared, the mixture was cooled, and the solvent was removed under reduced pressure to give a yellow solid. 11B NMR (CDCl3) : ∂=15 ppm, br. s., 0.2 ppm, br. s., major and a multiplet at -39 ppm, very small amount. Reaction SMILES: C([O:3][P:4]([O:8]CC)[O:5]CC)C.[C:11]([BH2:15])([O:13][CH3:14])=[O:12].[Si:16](I)([CH3:19])([CH3:18])[CH3:17]>CC#N>[P:4]([O:8][Si:16]([CH3:19])([CH3:18])[CH3:17])([O:5][Si:16]([CH3:19])([CH3:18])[CH3:17])[O:3][Si:16]([CH3:19])([CH3:18])[CH3:17].[C:11]([BH2:15])([O:13][CH3:14])=[O:12] |f:0.1,4.5|. Solvent: CC#N (CH3CN). The product is P(O[Si](C)(C)C)(O[Si](C)(C)C)O[Si](C)(C)C.C(=O)(OC)B (Tris(trimethylsilyl) Phosphite Carbomethoxyborane). Starting materials: CCOC(=O)c1csc(Nc2ccc(-n3cnc(C)c3)c(OC)c2)n1, CCO, Cl, [K+], [OH-]. RXN SMILES: [CH2:1]([CH3:2])[O:3][C:4](=[O:5])[c:6]1[n:7][c:8]([NH:11][c:12]2[cH:13][c:14]([O:24][CH3:25])[c:15](-[n:18]3[cH:19][n:20][c:21]([CH3:23])[cH:22]3)[cH:16][cH:17]2)[s:9][cH:10]1.[CH3:29][CH2:30][OH:31].[ClH:28].[K+:27].[OH-:26]>>[O:3]=[C:4]([OH:5])[c:6]1[n:7][c:8]([NH:11][c:12]2[cH:13][c:14]([O:24][CH3:25])[c:15](-[n:18]3[cH:19][n:20][c:21]([CH3:23])[cH:22]3)[cH:16][cH:17]2)[s:9][cH:10]1. The product is COc1cc(Nc2nc(C(=O)O)cs2)ccc1-n1cnc(C)c1. The reactants are BrCC1CC1, COC(=O)c1ccc(O)c(F)c1, CC(C)=O, [I-], [K+], [K+], [Na+], O=C([O-])[O-]. Product: COC(=O)c1ccc(OCC2CC2)c(F)c1. Reaction SMILES: [Br:21][CH2:22][CH:23]1[CH2:24][CH2:25]1.[CH3:1][O:2][C:3]([c:4]1[cH:5][c:6]([F:11])[c:7]([OH:10])[cH:8][cH:9]1)=[O:12].[CH3:26][C:27](=[O:28])[CH3:29].[I-:13].[K+:15].[K+:16].[Na+:14].[O-:17][C:18]([O-:19])=[O:20]>>[CH3:1][O:2][C:3]([c:4]1[cH:5][c:6]([F:11])[c:7]([O:10][CH2:22][CH:23]2[CH2:24][CH2:25]2)[cH:8][cH:9]1)=[O:12]. The reactants are O1CCOCC1 (1,4-Dioxane), BrC1=C(SC2=NC(=CC(=C21)NS(=O)(=O)C2=CC(=CC=C2)Cl)C)C=2C=NN(C2)C(=O)OC(C)(C)C (1,1-dimethylethyl 4-(3-bromo-4-{[(3-chlorophenyl)sulfonyl]amino}-6-methylthieno[2,3-b]pyridin-2-yl)-1H-pyrazole-1-carboxylate), N1(CCCC1)C=1C=NC=C(C1)B1OC(C(O1)(C)C)(C)C (3-(1-Pyrrolidinyl)-5-(4,4,5,5-tetramethyl-1,3,2-dioxaborolan-2-yl)pyridine), C([O-])([O-])=O.[K+].[K+] (potassium carbonate). Reagents/catalysts: C=1C=CC(=CC1)[P](C=2C=CC=CC2)(C=3C=CC=CC3)[Pd]([P](C=4C=CC=CC4)(C=5C=CC=CC5)C=6C=CC=CC6)([P](C=7C=CC=CC7)(C=8C=CC=CC8)C=9C=CC=CC9)[P](C=1C=CC=CC1)(C=1C=CC=CC1)C=1C=CC=CC1 (tetrakis(triphenylphosphine)palladium(0)), Cl[Pd]([P](C1=CC=CC=C1)(C2=CC=CC=C2)C3=CC=CC=C3)([P](C4=CC=CC=C4)(C5=CC=CC=C5)C6=CC=CC=C6)Cl (bis(triphenylphosphine)palladium(II) chloride). Solvent: O (water), CN(C)C=O (DMF). Reaction conditions: temperature 120 celsius. Yields the product ClC=1C=C(C=CC1)S(=O)(=O)NC1=C2C(=NC(=C1)C)SC(=C2C=2C=NC=C(C2)N2CCCC2)C=2C=NNC2 (3-Chloro-N-{6-methyl-2-(1H-pyrazol-4-yl)-3-[5-(1-pyrrolidinyl)-3-pyridinyl]thieno[2,3-b]pyridin-4-yl}benzenesulfonamide). Isolated yield 64.7%. Reaction SMILES: Br[C:2]1[C:10]2[C:5](=[N:6][C:7]([CH3:22])=[CH:8][C:9]=2[NH:11][S:12]([C:15]2[CH:20]=[CH:19][CH:18]=[C:17]([Cl:21])[CH:16]=2)(=[O:14])=[O:13])[S:4][C:3]=1[C:23]1[CH:24]=[N:25][N:26](C(OC(C)(C)C)=O)[CH:27]=1.[N:35]1([C:40]2[CH:41]=[N:42][CH:43]=[C:44](B3OC(C)(C)C(C)(C)O3)[CH:45]=2)[CH2:39][CH2:38][CH2:37][CH2:36]1.C(=O)([O-])[O-].[K+].[K+].O1CCOCC1>C1C=CC([P]([Pd]([P](C2C=CC=CC=2)(C2C=CC=CC=2)C2C=CC=CC=2)([P](C2C=CC=CC=2)(C2C=CC=CC=2)C2C=CC=CC=2)[P](C2C=CC=CC=2)(C2C=CC=CC=2)C2C=CC=CC=2)(C2C=CC=CC=2)C2C=CC=CC=2)=CC=1.Cl[Pd](Cl)([P](C1C=CC=CC=1)(C1C=CC=CC=1)C1C=CC=CC=1)[P](C1C=CC=CC=1)(C1C=CC=CC=1)C1C=CC=CC=1.O.CN(C=O)C>[Cl:21][C:17]1[CH:16]=[C:15]([S:12]([NH:11][C:9]2[CH:8]=[C:7]([CH3:22])[N:6]=[C:5]3[S:4][C:3]([C:23]4[CH:27]=[N:26][NH:25][CH:24]=4)=[C:2]([C:44]4[CH:43]=[N:42][CH:41]=[C:40]([N:35]5[CH2:39][CH2:38][CH2:37][CH2:36]5)[CH:45]=4)[C:10]=23)(=[O:14])=[O:13])[CH:20]=[CH:19][CH:18]=1 |f:2.3.4,^1:70,72,91,110,146,165|. Reported procedure: A mixture of 1,1-dimethylethyl 4-(3-bromo-4-{[(3-chlorophenyl)sulfonyl]amino}-6-methylthieno[2,3-b]pyridin-2-yl)-1H-pyrazole-1-carboxylate (Description 75) (100 mg, 0.171 mmol), 3-(1-Pyrrolidinyl)-5-(4,4,5,5-tetramethyl-1,3,2-dioxaborolan-2-yl)pyridine (Description 79) (181 mg, 0.66 mmol), potassium carbonate (71.0 mg, 0.514 mmol), tetrakis(triphenylphosphine)palladium(0) (19.79 mg, 0.017 mmol) and bis(triphenylphosphine)palladium(II) chloride (12.02 mg, 0.017 mmol) were weighed into a microwave... The reactants are O (Water), N1=C(C=CC2=CC=CC=C12)NC(OCC(Cl)(Cl)Cl)=O (2,2,2-trichloroethyl quinolin-2-ylcarbamate), C1(=CC=CC=C1)C1=NSC(=N1)N1CCNCC1 (1-(3-phenyl-1,2,4-thiadiazol-5-yl)piperazine), C(C)(C)N(CC)C(C)C (diisopropylethylamine). Solvent: CS(=O)C (dimethyl sulfoxide). Product: C1(=CC=CC=C1)C1=NSC(=N1)N1CCN(CC1)C(=O)NC1=NC2=CC=CC=C2C=C1 (4-(3-Phenyl-1,2,4-thiadiazol-5-yl)-N-quinolin-2-ylpiperazine-1-carboxamide). Isolated yield 46.2%. As a reaction SMILES: [N:1]1[C:10]2[C:5](=[CH:6][CH:7]=[CH:8][CH:9]=2)[CH:4]=[CH:3][C:2]=1[NH:11][C:12](=[O:19])OCC(Cl)(Cl)Cl.[C:20]1([C:26]2[N:30]=[C:29]([N:31]3[CH2:36][CH2:35][NH:34][CH2:33][CH2:32]3)[S:28][N:27]=2)[CH:25]=[CH:24][CH:23]=[CH:22][CH:21]=1.C(N(C(C)C)CC)(C)C.O>CS(C)=O>[C:20]1([C:26]2[N:30]=[C:29]([N:31]3[CH2:36][CH2:35][N:34]([C:12]([NH:11][C:2]4[CH:3]=[CH:4][C:5]5[C:10](=[CH:9][CH:8]=[CH:7][CH:6]=5)[N:1]=4)=[O:19])[CH2:33][CH2:32]3)[S:28][N:27]=2)[CH:21]=[CH:22][CH:23]=[CH:24][CH:25]=1. Procedure details: A mixed solution of 2,2,2-trichloroethyl quinolin-2-ylcarbamate (236 mg, 0.738 mmol), 1-(3-phenyl-1,2,4-thiadiazol-5-yl)piperazine (200 mg, 0.812 mmol) and diisopropylethylamine (0.129 ml, 0.738 mmol) in dimethyl sulfoxide (2.5 ml) was stirred at 70° C. for 3 hours. Water was poured to the reaction mixture, and the resulting solution was extracted with ethyl acetate. The extract was washed with water and dried over anhydrous magnesium sulfate, and the solvent was distilled off under reduced pres... Starting materials: COC(=O)c1sc(-c2cccc(NC3CCN(S(=O)(=O)c4ccccc4)CC3)c2)c(Br)c1OCC(=O)OC(C)(C)C, ClCCl, O=C(O)C(F)(F)F. Product: COC(=O)c1sc(-c2cccc(NC3CCN(S(=O)(=O)c4ccccc4)CC3)c2)c(Br)c1OCC(=O)O. As a reaction SMILES: [CH3:1][O:2][C:3](=[O:4])[c:5]1[s:6][c:7](-[c:20]2[cH:21][c:22]([NH:26][CH:27]3[CH2:28][CH2:29][N:30]([S:33](=[O:34])(=[O:35])[c:36]4[cH:37][cH:38][cH:39][cH:40][cH:41]4)[CH2:31][CH2:32]3)[cH:23][cH:24][cH:25]2)[c:8]([Br:19])[c:9]1[O:10][CH2:11][C:12](=[O:13])[O:14][C:15]([CH3:16])([CH3:17])[CH3:18].[Cl:49][CH2:50][Cl:51].[OH:42][C:43]([C:44]([F:45])([F:46])[F:47])=[O:48]>>[CH3:1][O:2][C:3](=[O:4])[c:5]1[s:6][c:7](-[c:20]2[cH:21][c:22]([NH:26][CH:27]3[CH2:28][CH2:29][N:30]([S:33](=[O:34])(=[O:35])[c:36]4[cH:37][cH:38][cH:39][cH:40][cH:41]4)[CH2:31][CH2:32]3)[cH:23][cH:24][cH:25]2)[c:8]([Br:19])[c:9]1[O:10][CH2:11][C:12](=[O:13])[OH:14]. The reactants are CCOC(=O)Cn1ncc2c1CCCC2N=[N+]=[N-], CCO. The product is CCOC(=O)Cn1ncc2c1CCCC2N. As a reaction SMILES: [CH2:1]([CH3:2])[O:3][C:4]([CH2:5][n:6]1[n:7][cH:8][c:9]2[c:14]1[CH2:13][CH2:12][CH2:11][CH:10]2[N:15]=[N+:16]=[N-:17])=[O:18].[CH3:19][CH2:20][OH:21]>>[CH2:1]([CH3:2])[O:3][C:4]([CH2:5][n:6]1[n:7][cH:8][c:9]2[c:14]1[CH2:13][CH2:12][CH2:11][CH:10]2[NH2:15])=[O:18].